The task is: describe an organic reaction: reactants, conditions, products, and yield. This data is from the Open Reaction Database (ORD), a public repository of structured organic reaction records. The reactants are C(C)(C)(C)OC(=O)N1CCN(CC1)C1=NC=C(C=C1C)C=C (4-(3-Methyl-5-vinylpyridin-2-yl)piperazine-1-carboxylic acid tert-butyl ester). Solvent: C(C)O (ethanol). Conditions: time 8 hour. The product is C(C)(C)(C)OC(=O)N1CCN(CC1)C1=NC=C(C=C1C)CC (4-(5-ethyl-3-methylpyridin-2-yl)piperazine-1-carboxylic acid tert-butyl ester). Yield: 66.5%. RXN SMILES: [C:1]([O:5][C:6]([N:8]1[CH2:13][CH2:12][N:11]([C:14]2[C:19]([CH3:20])=[CH:18][C:17]([CH:21]=[CH2:22])=[CH:16][N:15]=2)[CH2:10][CH2:9]1)=[O:7])([CH3:4])([CH3:3])[CH3:2]>C(O)C>[C:1]([O:5][C:6]([N:8]1[CH2:13][CH2:12][N:11]([C:14]2[C:19]([CH3:20])=[CH:18][C:17]([CH2:21][CH3:22])=[CH:16][N:15]=2)[CH2:10][CH2:9]1)=[O:7])([CH3:4])([CH3:3])[CH3:2]. Procedure details: To a mixture of 4-(5-bromo-3-methylpyridin-2-yl)piperazine-1-carboxylic acid tert-butyl ester (3.3 g), bis(tricyclohexylphosphine)palladium (II) dichloride (332 mg), tripotassium phosphate (11 g) and vinylboronic acid pinacol ester (3 g) were added toluene (27 mL) and water (1.4 mL), and the mixture was refluxed for 8 hr. After cooling, the mixture was extracted with ethyl acetate. The organic layer was washed with saturated brine, and the solvent was evaporated. The residue was purified by colu... Reactants: [Li]C1C(C)=Cc2ccccc21, CCOCC, Cl[Si]1(Cl)c2ccccc2-c2ccccc21. Product: c1ccc2c(c1)[SiH2]c1ccccc1-2. Reaction SMILES: [CH3:1][C:2]1=[CH:7][c:6]2[c:5]([cH:11][cH:10][cH:9][cH:8]2)[CH:3]1[Li:4].[CH3:27][CH2:28][O:29][CH2:30][CH3:31].[Cl:12][Si:13]1([Cl:26])[c:14]2[cH:15][cH:16][cH:17][cH:18][c:19]2-[c:20]2[cH:21][cH:22][cH:23][cH:24][c:25]21>>[SiH2:13]1[c:14]2[cH:15][cH:16][cH:17][cH:18][c:19]2-[c:20]2[cH:21][cH:22][cH:23][cH:24][c:25]21.